This data is from the Open Reaction Database (ORD), a public repository of structured organic reaction records. The task is: describe an organic reaction: reactants, conditions, products, and yield Starting materials: C(C1=CC=CC=C1)N (benzyl amine), IC1=C2C3C(C(C(C2=CC=C1)C3)O)O (5-Iodo-1,2,3,4-tetrahydro-1,4-methano-naphthalene-2,3-diol), O (H2O), I(=O)(=O)(=O)[O-].[Na+] (sodium periodate), NaHB(OAc)3. Solvent: ClC(C)Cl (dichloroethane), ClCCCl (DCE). Reaction conditions: time 1.5 hour. Yields the product C(C1=CC=CC=C1)N1CC2C=3C=CC=C(C3C(C1)C2)I (10-Benzyl-3-iodo-10-aza-tricyclo[6.3.1.02,7]dodeca-2(7),3,5-triene). The yield is 60.8%. RXN SMILES: [I:1][C:2]1[CH:11]=[CH:10][CH:9]=[C:8]2[C:3]=1[CH:4]1[CH2:12][CH:7]2[CH:6](O)[CH:5]1O.O.I([O-])(=O)(=O)=O.[Na+].[CH2:22]([NH2:29])[C:23]1[CH:28]=[CH:27][CH:26]=[CH:25][CH:24]=1>ClC(Cl)C.ClCCCl>[CH2:22]([N:29]1[CH2:5][CH:4]2[CH2:12][CH:7]([C:8]3[CH:9]=[CH:10][CH:11]=[C:2]([I:1])[C:3]=32)[CH2:6]1)[C:23]1[CH:28]=[CH:27][CH:26]=[CH:25][CH:24]=1 |f:2.3|. Procedure: 5-Iodo-1,2,3,4-tetrahydro-1,4-methano-naphthalene-2,3-diol (8.33 g, 27.6 mmol) and Et3NBnCl (10 mg) were vigorously stirred in dichloroethane (25 mL) and H2O (75 mL) then treated with sodium periodate (6.17 g, 29.0 mmol). After 1.5 hours, the layers were separated and the aqueous layer extracted with DCE (2×40 mL). The combined organic layer was washed with H2O (4×30 mL) until no reaction to starch iodide paper was observed, then with saturated aqueous NaCl solution (30 mL). The organic layer wa... The reactants are intermediate, C1(=CCCC1)C=1NC=2C=CC=C(C2C1)O (2-cyclopent-1-enyl-1H-indol-4-ol), C([O-])([O-])=O.[Cs+].[Cs+] (cesium carbonate), Cl.ClCCN1CCOCC1 (4-(2-chloroethyl)morpholine hydrochloride), [Na+].[I-] (NaI). Solvent: CC#N (CH3CN). Conditions: temperature 50 celsius. Yields the product C1(=CCCC1)C=1NC2=CC=CC(=C2C1)OCCN1CCOCC1 (2-cyclopent-1-enyl-4-(2-morpholin-4-yl-ethoxy)-1H-indole). Isolated yield 52.0%. RXN SMILES: [C:1]1([C:6]2[NH:7][C:8]3[CH:9]=[CH:10][CH:11]=[C:12]([OH:15])[C:13]=3[CH:14]=2)[CH2:5][CH2:4][CH2:3][CH:2]=1.C(=O)([O-])[O-].[Cs+].[Cs+].Cl.Cl[CH2:24][CH2:25][N:26]1[CH2:31][CH2:30][O:29][CH2:28][CH2:27]1.[Na+].[I-]>CC#N>[C:1]1([C:6]2[NH:7][C:8]3[C:13]([CH:14]=2)=[C:12]([O:15][CH2:24][CH2:25][N:26]2[CH2:31][CH2:30][O:29][CH2:28][CH2:27]2)[CH:11]=[CH:10][CH:9]=3)[CH2:5][CH2:4][CH2:3][CH:2]=1 |f:1.2.3,4.5,6.7|. Procedure: To 100 mg (0.503 mmol) of the intermediate 2-cyclopent-1-enyl-1H-indol-4-ol in 2 mL CH3CN was added 819 mg (2.51 mmol, 5 eq) cesium carbonate, 94 mg (0.503 mmol) of 4-(2-chloroethyl)morpholine hydrochloride and a catalytic amount of NaI. The reaction mixture was heated at 50° C. for 3 h, partitioned between EtOAc and H2O, washed with aqueous NaCl solution, dried (MgSO4), and concentrated under vacuum to yield 81 mg (52%) of 2-cyclopent-1-enyl-4-(2-morpholin-4-yl-ethoxy)-1H-indole. The reactants are COC=1C(=NC=CC1)C#N (3-methoxypicolinonitrile), FC1=CC=C(C=C1)C1=C(N=C(S1)C)C(=O)O (5-(4-fluorophenyl)-2-methylthiazole-4-carboxylic acid). The product is NC[C@@H]1N(CCC[C@@H]1OC)C(=O)C=1N=C(SC1C1=CC=C(C=C1)F)C (rac-cis-(2-(Aminomethyl)-3-methoxypiperidin-1-yl)(5-(4-fluorophenyl)-2-methylthiazol-4-yl)methanone). RXN SMILES: [CH3:1][O:2][C:3]1[C:4]([C:9]#[N:10])=[N:5][CH:6]=[CH:7][CH:8]=1.[F:11][C:12]1[CH:17]=[CH:16][C:15]([C:18]2[S:22][C:21]([CH3:23])=[N:20][C:19]=2[C:24](O)=[O:25])=[CH:14][CH:13]=1>>[NH2:10][CH2:9][C@H:4]1[C@@H:3]([O:2][CH3:1])[CH2:8][CH2:7][CH2:6][N:5]1[C:24]([C:19]1[N:20]=[C:21]([CH3:23])[S:22][C:18]=1[C:15]1[CH:16]=[CH:17][C:12]([F:11])=[CH:13][CH:14]=1)=[O:25]. Procedure: The title compound was synthesized following the same general protocol as described in Example 11 using 3-methoxypicolinonitrile and 5-(4-fluorophenyl)-2-methylthiazole-4-carboxylic acid. MS (ESI) 464.4 (M+H) Starting materials: BrC1=C2N=C(C(=NC2=CC(=C1)[N+](=O)[O-])OC)OC (5-bromo-2,3-dimethoxy-7-nitro-quinoxaline), C(CCC)C(=C(CCCC)CCCC)[SnH3] (tributylvinylstannane), [Cl-].[Li+] (lithium chloride). The reagents and catalysts are Cl[Pd]([P](C1=CC=CC=C1)(C2=CC=CC=C2)C3=CC=CC=C3)([P](C4=CC=CC=C4)(C5=CC=CC=C5)C6=CC=CC=C6)Cl (bis(triphenylphosphine)-palladium(II) chloride). Solvent: CN(C=O)C (dimethylformamide). Run at temperature 100 celsius. Product: COC1=NC2=CC(=CC(=C2N=C1OC)C=C)[N+](=O)[O-] (2,3-Dimethoxy-7-nitro-5-vinyl-quinoxaline). As a reaction SMILES: Br[C:2]1[CH:11]=[C:10]([N+:12]([O-:14])=[O:13])[CH:9]=[C:8]2[C:3]=1[N:4]=[C:5]([O:17][CH3:18])[C:6]([O:15][CH3:16])=[N:7]2.[CH2:19](C([SnH3])=C(CCCC)CCCC)[CH2:20]CC.[Cl-].[Li+]>CN(C)C=O.Cl[Pd](Cl)([P](C1C=CC=CC=1)(C1C=CC=CC=1)C1C=CC=CC=1)[P](C1C=CC=CC=1)(C1C=CC=CC=1)C1C=CC=CC=1>[CH3:16][O:15][C:6]1[C:5]([O:17][CH3:18])=[N:4][C:3]2[C:8](=[CH:9][C:10]([N+:12]([O-:14])=[O:13])=[CH:11][C:2]=2[CH:19]=[CH2:20])[N:7]=1 |f:2.3,^1:43,62|. Reported procedure: A mixture of 3.14 g (1 mmol) of 5-bromo-2,3-dimethoxy-7-nitro-quinoxaline, 6.34 g (2 mmol) of tributylvinylstannane, 1.26 g (3 mmol) of lithium chloride and 1.4 g (0.2 mmol) of bis(triphenylphosphine)-palladium(II) chloride in 20 ml of dimethylformamide is heated for 2 hours at 100° C. The mixture is cooled to room temperature and concentrated to dryness by evaporation under reduced pressure. Purification by flash chromatography using toluene as eluant yields the title compound in the form of a ... RXN SMILES: CC(C)[O-].[Al+3].CC(C)[O-].CC(C)[O-].[CH3:14][C@@H:15]1[O:34][C:32](=[O:33])[C:31]2[C:30]([OH:35])=[CH:29][C:28]([OH:36])=[CH:27][C:26]=2[CH:25]=[CH:24][CH2:23][CH2:22][CH2:21][C:19](=[O:20])[CH2:18][CH2:17][CH2:16]1>CC(O)C>[CH3:14][C@@H:15]1[O:34][C:32](=[O:33])[C:31]2[C:30]([OH:35])=[CH:29][C:28]([OH:36])=[CH:27][C:26]=2[CH2:25][CH2:24][CH2:23][CH2:22][CH2:21][C@@H:19]([OH:20])[CH2:18][CH2:17][CH2:16]1 |f:0.1.2.3|. Run in CC(C)O (2-propanol). Yields the product C[C@H]1CCC[C@@H](CCCCCC=2C=C(C=C(C2C(=O)O1)O)O)O (Zeranol). The yield is 45.0%. The reactants are CC([O-])C.[Al+3].CC([O-])C.CC([O-])C (Aluminum isopropoxide), C[C@H]1CCCC(=O)CCC/C=C/C=2C=C(C=C(C2C(=O)O1)O)O (Zearalenone). Run at temperature 75 celsius, time 24 hour. Procedure: Aluminum isopropoxide (300 g, 1.4688 moles) is added to a solution of Zearalenone (100 g, 0.3141 moles) in 1000 g (1270 mL) of 2-propanol. The mixture is stirred at 75° C. for 24 hours then the mixture is distilled to a volume of about 500 mL, cooled to ambient room temperature, 400 mL of water and 550 mL of 6N HCl are added ensuring that the reaction temperature is maintained below 40° C. The reaction is cooled to ambient room temperature and 886 g (990 mL) of ethyl acetate is added. The aqueou... Starting materials: S(=O)(Cl)Cl (thionyl chloride), Cl.N1C=NCC(C1)C(=O)O (1,4,5,6-Tetrahydropyrimidine-5-carboxylic acid hydrochloride), C(C)O (ethanol), 20h. The product is Cl.C(C)OC(=O)C1CN=CNC1 (1,4,5,6-Tetrahydro-5-ethoxycarbonylpyrimidine Hydrochloride). Yield: 63.0%. Reaction SMILES: Cl.[NH:2]1[CH2:7][CH:6]([C:8]([OH:10])=[O:9])[CH2:5][N:4]=[CH:3]1.S(Cl)([Cl:13])=O.[CH2:15](O)[CH3:16]>>[ClH:13].[CH2:15]([O:9][C:8]([CH:6]1[CH2:7][NH:2][CH:3]=[N:4][CH2:5]1)=[O:10])[CH3:16] |f:0.1,4.5|. Procedure: 1,4,5,6-Tetrahydropyrimidine-5-carboxylic acid hydrochloride (1.5 g, 9.12 mmol) was dissolved in absolute ethanol (40 ml) by heating. The thionyl chloride (1.1 g, 9.16 mmol) was added dropwise with stirring. The resulting solution was refluxed 20h and then evaporated to dryness in vacuo. The residue was taken up in absolute methanol (5 ml) and dry THF (10 ml) was added to induce crystallization, giving 1.1 g (63%) product as white crystals, mp 125°-127° C. 300 MHz nmr confirmed the product. Micr... The reactants are COC1=CC=C(C=C1)C1=CC2=C(S1)C=C(C=C2)OC (2-(4-methoxyphenyl)-6-methoxybenzo[b]thiophene), [Al+3].[Cl-].[Cl-].[Cl-] (AlCl3), C(C1=CC=CC=C1)(=O)Cl (benzoyl chloride), ClCl (Cl2). The solvent is O (water). Conditions: temperature 0 celsius, time 1 hour. Product: COC1=CC=C(C=C1)C1=C(C2=C(S1)C=C(C=C2)OC)C(=O)C2=CC=CC=C2 ([2-(4-Methoxyphenyl)-6-methoxybenzo[b]thien-3-yl][phenyl]methanone). As a reaction SMILES: [CH3:1][O:2][C:3]1[CH:8]=[CH:7][C:6]([C:9]2[S:13][C:12]3[CH:14]=[C:15]([O:18][CH3:19])[CH:16]=[CH:17][C:11]=3[CH:10]=2)=[CH:5][CH:4]=1.[C:20](Cl)(=[O:27])[C:21]1[CH:26]=[CH:25][CH:24]=[CH:23][CH:22]=1.ClCl.[Al+3].[Cl-].[Cl-].[Cl-]>O>[CH3:1][O:2][C:3]1[CH:8]=[CH:7][C:6]([C:9]2[S:13][C:12]3[CH:14]=[C:15]([O:18][CH3:19])[CH:16]=[CH:17][C:11]=3[C:10]=2[C:20]([C:21]2[CH:26]=[CH:25][CH:24]=[CH:23][CH:22]=2)=[O:27])=[CH:5][CH:4]=1 |f:3.4.5.6|. Reported procedure: 3 g (11.1 mmol) of 2-(4-methoxyphenyl)-6-methoxybenzo[b]thiophene and 1.55 g (11.1 mmol) of benzoyl chloride were suspended in 150 mL of CH2 Cl2 and cooled to 0° C. The reaction mixture was vigorously stirred and 1.6 g (12 mmol) of AlCl3 was added in several portions over a ten minute time period. The reaction was allowed to proceed for one hour, after which 1 L of water was added to quench the reaction. The organic layer was separated and washed with 100 mL of 1N NaOH, 100 mL of brine, dried by... Reactants: O[C@H](C)[C@H]1C(N[C@@H]1C#C[Si](C)(C)C)=O ((3S,4S)-3-[(R)-1-hydroxyethyl]-4-trimethylsilylethynyl-2-azetidinone), O1CCCC1 (tetrahydrofuran), S(O)(O)(=O)=O (sulfuric acid), C(O)([O-])=O.[Na+] (sodium hydrogen carbonate). The reagents and catalysts are S(=O)(=O)([O-])[O-].[Hg+2] (mercury sulfate). Solvent: O (water). Reaction conditions: temperature 25 celsius, time 3 hour. Product: C(C)(=O)O[C@@H]1[C@@H](C(N1)=O)[C@@H](C)O ((3S,4R)-4-acetoxy-3-[(R)-1-hydroxyethyl]-2-azetidinone). Reaction SMILES: [OH:1][C@@H:2]([C@@H:4]1[C@@H:7](C#C[Si](C)(C)C)[NH:6][C:5]1=[O:14])[CH3:3].S(=O)(=O)(O)O.[C:20](=[O:23])([O-])[OH:21].[Na+].O1CCC[CH2:26]1>O.S([O-])([O-])(=O)=O.[Hg+2]>[C:20]([O:21][C@H:7]1[NH:6][C:5](=[O:14])[C@H:4]1[C@H:2]([OH:1])[CH3:3])(=[O:23])[CH3:26] |f:2.3,6.7|. Procedure details: trans i.e. (3S,4S)-3-[(R)-1-hydroxyethyl]-4-trimethylsilylethynyl-2-azetidinone (0.08 g) is dissolved in a mixture of tetrahydrofuran (10 ml) and water (2 ml), and 0.02 g of mercury sulfate and a catalytic amount of concentrated sulfuric acid are added, followed by stirring at 25° C. for 3 hours. After addition of 0.1 g of sodium hydrogen carbonate, the mixture is concentrated to dryness under reduced pressure. The residue is extracted with 50 ml of ethyl acetate and the extract is concentrated ... Reactants: C(C)OC(=O)CC1(C(N(C2=CC=CC=C12)CC(OCC)OCC)=O)NC(=O)NC1=CC=C(C=C1)C ((RS)-3-(ethoxycarbonylmethyl)-1-(2,2-diethoxyethyl)-3-(N'-(4-methylphenyl)ureido)indolin-2-one), aqueous solution, [OH-].[K+] (potassium hydroxide). Solvent: CO (methanol). Run at time 6 hour. Yields the product C(C)OC(CN1C(C(C2=CC=CC=C12)(NC(=O)NC1=CC=C(C=C1)C)CC(=O)O)=O)OCC ((RS)-1-(2,2-Diethoxyethyl)-3-(hydroxycarbonylmethyl)-3-(N'-(4-methylphenyl)ureido)indolin-2-one). The yield is 85.7%. RXN SMILES: C([O:3][C:4]([CH2:6][C:7]1([NH:25][C:26]([NH:28][C:29]2[CH:34]=[CH:33][C:32]([CH3:35])=[CH:31][CH:30]=2)=[O:27])[C:15]2[C:10](=[CH:11][CH:12]=[CH:13][CH:14]=2)[N:9]([CH2:16][CH:17]([O:21][CH2:22][CH3:23])[O:18][CH2:19][CH3:20])[C:8]1=[O:24])=[O:5])C.[OH-].[K+]>CO>[CH2:22]([O:21][CH:17]([O:18][CH2:19][CH3:20])[CH2:16][N:9]1[C:10]2[C:15](=[CH:14][CH:13]=[CH:12][CH:11]=2)[C:7]([CH2:6][C:4]([OH:5])=[O:3])([NH:25][C:26]([NH:28][C:29]2[CH:30]=[CH:31][C:32]([CH3:35])=[CH:33][CH:34]=2)=[O:27])[C:8]1=[O:24])[CH3:23] |f:1.2|. Procedure details: To a solution of 8.21 g of (RS)-3-(ethoxycarbonylmethyl)-1-(2,2-diethoxyethyl)-3-(N'-(4-methylphenyl)ureido)indolin-2-one in 100 ml of methanol was added 30 ml of an aqueous solution of 2.0 g of potassium hydroxide (85%) at room temperature, followed by stirring for 6 hours. The reaction mixture was concentrated, and the concentrate was diluted with water, which was washed with chloroform. The aqueous layer was adjusted to pH 2 by addition of 2N hydrochloric acid, and extracted with chloroform, ... Starting materials: C1(=CC=CC=C1)P(C1=CC=CC=C1)C1=CC=CC=C1 (triphenylphosphine), CCOC(=O)/N=N/C(=O)OCC (DEAD), CC(C#N)(O)C (acetone cyanohydrin), C1(=CC=CC=C1)C(O)C=1C=NC=CC1 (Phenyl(pyridin-3-yl)methanol). The solvent is C1CCOC1 (THF). Reaction conditions: time 20 minute. Yields the product C1(=CC=CC=C1)C(C#N)C=1C=NC=CC1 (2-phenyl-2-(pyridin-3-yl)acetonitrile). Yield: 52.1%. RXN SMILES: C1(P(C2C=CC=CC=2)C2C=CC=CC=2)C=CC=CC=1.CCO[C:23](/[N:25]=N/C(OCC)=O)=O.[C:32]1([CH:38]([C:40]2[CH:41]=[N:42][CH:43]=[CH:44][CH:45]=2)O)[CH:37]=[CH:36][CH:35]=[CH:34][CH:33]=1.CC(C)(O)C#N>C1COCC1>[C:32]1([CH:38]([C:40]2[CH:41]=[N:42][CH:43]=[CH:44][CH:45]=2)[C:23]#[N:25])[CH:37]=[CH:36][CH:35]=[CH:34][CH:33]=1. Procedure: To a solution of triphenylphosphine (3.83 g, 14.61 mmol) in THF (40 mL) at 0° C. was added DEAD (2.54 g, 14.61 mmol) drop wise and the reaction mixture was stirred for 20 minutes. Compound 76 (1.78 g, 9.61 mmol) was added to the reaction mixture and stirred for an additional 20 minutes. Then acetone cyanohydrin (1.319 mL, 14.42 mmol) was added, stirred for 1 h at 0° C. and 18 h at room temperature. The reaction mixture was concentrated then purified by flash chromatography to afford 77 (0.972 g,...